Dataset: the Open Reaction Database (ORD), a public repository of structured organic reaction records. Task: describe an organic reaction: reactants, conditions, products, and yield Reactants: solution, [F-].C(CCC)[N+](CCCC)(CCCC)CCCC (tetrabutylammonium fluoride), C(C)(C)(C)[C@H]1CC[C@H](CC1)NC1=NC=NC(=C1Cl)C#C[Si](C)(C)C (4-(cis-4-tert-butylcyclohexylamino)-5-chloro-6-trimethylsilylethynylpyrimidine), C(O)([O-])=O.[Na+] (sodium hydrogen carbonate), O (water). Solvent: O1CCCC1 (tetrahyrofuran), C1(=CC=CC=C1)C (toluene), O1CCCC1 (tetrahydrofuran). Conditions: time 2 hour. The product is C(C)(C)(C)[C@H]1CC[C@H](CC1)NC1=NC=NC(=C1Cl)C#C (4-(cis-4-tert-Butylcyclohexylamino)-5-chloro-6-ethynylpyrimidine). Reaction SMILES: [C:1]([C@@H:5]1[CH2:10][CH2:9][C@H:8]([NH:11][C:12]2[C:17]([Cl:18])=[C:16]([C:19]#[C:20][Si](C)(C)C)[N:15]=[CH:14][N:13]=2)[CH2:7][CH2:6]1)([CH3:4])([CH3:3])[CH3:2].[F-].C([N+](CCCC)(CCCC)CCCC)CCC.C(=O)([O-])O.[Na+].O>O1CCCC1.C1(C)C=CC=CC=1>[C:1]([C@@H:5]1[CH2:10][CH2:9][C@H:8]([NH:11][C:12]2[C:17]([Cl:18])=[C:16]([C:19]#[CH:20])[N:15]=[CH:14][N:13]=2)[CH2:7][CH2:6]1)([CH3:4])([CH3:3])[CH3:2] |f:1.2,3.4|. Procedure: 0.64 g (1.76 mmol) of 4-(cis-4-tert-butylcyclohexylamino)-5-chloro-6-trimethylsilylethynylpyrimidine (Example 27) was dissolved in 20 ml of tetrahydrofuran, and 2 ml of a 1.0M solution of tetrabutylammonium fluoride in tetrahyrofuran were added at 0° C. The mixture was stirred at room temperature for 2 hours, diluted with toluene and exracted by stirring with sodium hydrogen carbonate solution and water. The organic phase was dried and concentrated. Chromatography on silica gel left 0.44 g (86.0... Starting materials: COC1=C(C=O)C=CC(=C1OC)OC (2,3,4-Trimethoxybenzaldehyde), COC(CCC#N)OC (3-cyanopropionaldehyde dimethylacetal). Product: COC=1C=C2C=CC(=CC2=C(C1OC)OC)C#N (6,7,8-trimethoxynaphthalene-2-carbonitrile). RXN SMILES: [CH3:1][O:2][C:3]1[C:10]([O:11][CH3:12])=[C:9]([O:13][CH3:14])[CH:8]=[CH:7][C:4]=1[CH:5]=O.CO[CH:17](OC)[CH2:18][CH2:19][C:20]#[N:21]>>[CH3:14][O:13][C:9]1[CH:8]=[C:7]2[C:4](=[C:3]([O:2][CH3:1])[C:10]=1[O:11][CH3:12])[CH:5]=[C:19]([C:20]#[N:21])[CH:18]=[CH:17]2. Procedure: 2,3,4-Trimethoxybenzaldehyde (9.8 g) and 3-cyanopropionaldehyde dimethylacetal (6.35 mL) were treated under the same conditions as in Preparation Example 1 to obtain the title compound. The yield is 97.4%. Reported procedure: The procedure of R. Balicki and L. Kaczmarek, Syn. Comm., 23, 3149 (1993)was used. Into a 1 L round bottom flask equipped with a magnetic stirrer was added acetone (60 mL), water (60 mL) , 2-chloro-6-fluorobenzonitrile (14.5 g, 93.5 mmol), urea (22.5 g, 374 mmol), 30% hydrogen peroxide (42.4 g, 374 mmol), and potassium carbonate (1.3 g, 9.0 mmol). The resulting slurry was stirred at room temperature overnight. Additional portions of urea (11.2 g, 30% hydrogen peroxide (41 g), acetone (30 mL) and... As a reaction SMILES: [Cl:1][C:2]1[CH:9]=[CH:8][CH:7]=[C:6]([F:10])[C:3]=1[C:4]#[N:5].NC(N)=[O:13].OO.C(=O)([O-])[O-].[K+].[K+]>C(=O)([O-])[O-].[K+].[K+].CC(C)=O.O>[Cl:1][C:2]1[CH:9]=[CH:8][CH:7]=[C:6]([F:10])[C:3]=1[C:4]([NH2:5])=[O:13] |f:3.4.5,6.7.8|. Conditions: time 8 hour. The reagents and catalysts are C([O-])([O-])=O.[K+].[K+] (potassium carbonate), C([O-])([O-])=O.[K+].[K+] (potassium carbonate). The solvent is CC(=O)C (acetone), O (water), CC(=O)C (acetone), CC(=O)C (acetone). Starting materials: NC(=O)N (urea), OO (hydrogen peroxide), ClC1=C(C#N)C(=CC=C1)F (2-chloro-6-fluorobenzonitrile), NC(=O)N (urea), OO (hydrogen peroxide), C([O-])([O-])=O.[K+].[K+] (potassium carbonate), NC(=O)N (urea), OO (hydrogen peroxide). The product is ClC1=C(C(=O)N)C(=CC=C1)F (2-chloro-6-fluorobenzamide).